From a dataset of the Open Reaction Database (ORD), a public repository of structured organic reaction records. describe an organic reaction: reactants, conditions, products, and yield Reactants: ClC1=CC=C2C=CC(=NC2=C1)/C=C/C=1C=C(C=O)C=CC1 (3-[2(E)-(7-Chloroquinolin-2-yl)ethenyl}benzaldehyde), C[Mg]I (methyl magnesium iodide). Solvent: C1CCOC1 (THF), C(C)OCC (diethyl ether). Run at temperature 0 celsius. Yields the product ClC1=CC=C2C=CC(=NC2=C1)/C=C/C=1C=C(C=CC1)C(C)O (1-{3-[2(E)-(7-Chloroquinolin-2-yl)ethenyl]phenyl}ethanol). Reaction SMILES: [Cl:1][C:2]1[CH:11]=[C:10]2[C:5]([CH:6]=[CH:7][C:8](/[CH:12]=[CH:13]/[C:14]3[CH:15]=[C:16]([CH:19]=[CH:20][CH:21]=3)[CH:17]=[O:18])=[N:9]2)=[CH:4][CH:3]=1.[CH3:22][Mg]I>C1COCC1.C(OCC)C>[Cl:1][C:2]1[CH:11]=[C:10]2[C:5]([CH:6]=[CH:7][C:8](/[CH:12]=[CH:13]/[C:14]3[CH:15]=[C:16]([CH:17]([OH:18])[CH3:22])[CH:19]=[CH:20][CH:21]=3)=[N:9]2)=[CH:4][CH:3]=1. Procedure details: 3-[2(E)-(7-Chloroquinolin-2-yl)ethenyl}benzaldehyde (Example 6a part i) (2.44 g, 8.3 mmol) in dry THF (75 ml) was cooled in an ice bath under nitrogen and stirred as 1M methyl magnesium iodide in diethyl ether (9.9 ml) was added over 5 minutes. The reaction was stirred at 0° C. for half an hour, warmed to room temperature and quenched with water. The mixture was extracted into ethyl acetate, the combined organic extracts dried, filtered and evaporated in vacuo. Reactants: O=C([O-])O, [Na+], CCOC(=O)N=NC(=O)OCC, C1CCOC1, CC(=O)Nc1nc(CCc2ccc(CO)cc2)c(-c2ccc(S(C)(=O)=O)cc2)s1, O=C1c2ccccc2C(=O)N1O, c1ccc(P(c2ccccc2)c2ccccc2)cc1. Product: CC(=O)Nc1nc(CCc2ccc(CON3C(=O)c4ccccc4C3=O)cc2)c(-c2ccc(S(C)(=O)=O)cc2)s1. RXN SMILES: [C:73](=[O:74])([O-:75])[OH:76].[Na+:77].[O:61]=[C:62]([O:63][CH2:64][CH3:65])[N:66]=[N:67][C:68]([O:69][CH2:70][CH3:71])=[O:72].[O:78]1[CH2:79][CH2:80][CH2:81][CH2:82]1.[OH:1][CH2:2][c:3]1[cH:4][cH:5][c:6]([CH2:9][CH2:10][c:11]2[n:12][c:13]([NH:26][C:27]([CH3:28])=[O:29])[s:14][c:15]2-[c:16]2[cH:17][cH:18][c:19]([S:22](=[O:23])(=[O:24])[CH3:25])[cH:20][cH:21]2)[cH:7][cH:8]1.[OH:30][N:31]1[C:32](=[O:41])[c:33]2[c:34]([cH:37][cH:38][cH:39][cH:40]2)[C:35]1=[O:36].[c:42]1([P:43]([c:44]2[cH:45][cH:46][cH:47][cH:48][cH:49]2)[c:50]2[cH:51][cH:52][cH:53][cH:54][cH:55]2)[cH:56][cH:57][cH:58][cH:59][cH:60]1>>[O:1]([CH2:2][c:3]1[cH:4][cH:5][c:6]([CH2:9][CH2:10][c:11]2[n:12][c:13]([NH:26][C:27]([CH3:28])=[O:29])[s:14][c:15]2-[c:16]2[cH:17][cH:18][c:19]([S:22](=[O:23])(=[O:24])[CH3:25])[cH:20][cH:21]2)[cH:7][cH:8]1)[N:31]1[C:32](=[O:41])[c:33]2[c:34]([cH:37][cH:38][cH:39][cH:40]2)[C:35]1=[O:36]. Starting materials: C1CCOC1, [Li]CCCC, COc1c(P(=O)(c2ccccc2)c2ccccc2)ccc2ccccc12, CC1CCC(C)N1, [Cl-], [Li], [NH2-], [Na+]. The product is CC1CCC(C)N1c1c(P(=O)(c2ccccc2)c2ccccc2)ccc2ccccc12. As a reaction SMILES: [CH2:43]1[O:44][CH2:45][CH2:46][CH2:47]1.[CH2:8]([Li:9])[CH2:10][CH2:11][CH3:12].[CH3:15][O:16][c:17]1[c:18]([P:27](=[O:28])([c:29]2[cH:30][cH:31][cH:32][cH:33][cH:34]2)[c:35]2[cH:36][cH:37][cH:38][cH:39][cH:40]2)[cH:19][cH:20][c:21]2[cH:22][cH:23][cH:24][cH:25][c:26]12.[CH3:1][CH:2]1[NH:3][CH:4]([CH3:7])[CH2:5][CH2:6]1.[Cl-:42].[Li:13].[NH2-:14].[Na+:41]>>[CH3:1][CH:2]1[N:3]([c:17]2[c:18]([P:27](=[O:28])([c:29]3[cH:30][cH:31][cH:32][cH:33][cH:34]3)[c:35]3[cH:36][cH:37][cH:38][cH:39][cH:40]3)[cH:19][cH:20][c:21]3[cH:22][cH:23][cH:24][cH:25][c:26]23)[CH:4]([CH3:7])[CH2:5][CH2:6]1. Reactants: COCCOC, CCO, [Na+], [OH-], CCOC(=O)COc1cccc(CC2CCCC=C2c2nc(-c3ccccc3)c(-c3ccccc3)o2)c1. Yields the product [Na+], O=C([O-])COc1cccc(CC2CCCC=C2c2nc(-c3ccccc3)c(-c3ccccc3)o2)c1. RXN SMILES: [CH3:40][O:41][CH2:42][CH2:43][O:44][CH3:45].[CH3:46][CH2:47][OH:48].[Na+:39].[OH-:38].[c:1]1(-[c:7]2[n:8][c:9]([C:18]3=[CH:23][CH2:22][CH2:21][CH2:20][CH:19]3[CH2:24][c:25]3[cH:26][c:27]([O:28][CH2:29][C:30](=[O:31])[O:32][CH2:33][CH3:34])[cH:35][cH:36][cH:37]3)[o:10][c:11]2-[c:12]2[cH:13][cH:14][cH:15][cH:16][cH:17]2)[cH:2][cH:3][cH:4][cH:5][cH:6]1>>[Na+:39].[c:1]1(-[c:7]2[n:8][c:9]([C:18]3=[CH:23][CH2:22][CH2:21][CH2:20][CH:19]3[CH2:24][c:25]3[cH:26][c:27]([O:28][CH2:29][C:30](=[O:31])[O-:32])[cH:35][cH:36][cH:37]3)[o:10][c:11]2-[c:12]2[cH:13][cH:14][cH:15][cH:16][cH:17]2)[cH:2][cH:3][cH:4][cH:5][cH:6]1. Reactants: N#Cc1ccc(C(=O)OCc2ccccc2)cc1Br, O=C([O-])[O-], CCOC(C)=O, [Cs+], [Cs+], NC1CCCCC1, C1COCCO1, O=C(C=Cc1ccccc1)C=Cc1ccccc1, O=C(C=Cc1ccccc1)C=Cc1ccccc1, O=C(C=Cc1ccccc1)C=Cc1ccccc1, [Pd], [Pd]. The product is N#Cc1ccc(C(=O)OCc2ccccc2)cc1NC1CCCCC1. Reaction SMILES: [Br:1][c:2]1[cH:3][c:4]([C:5](=[O:6])[O:7][CH2:8][c:9]2[cH:10][cH:11][cH:12][cH:13][cH:14]2)[cH:15][cH:16][c:17]1[C:18]#[N:19].[C:20](=[O:21])([O-:22])[O-:23].[CH3:39][CH2:40][O:41][C:42](=[O:43])[CH3:44].[Cs+:24].[Cs+:25].[NH2:26][CH:27]1[CH2:28][CH2:29][CH2:30][CH2:31][CH2:32]1.[O:33]1[CH2:34][CH2:35][O:36][CH2:37][CH2:38]1.[O:47]=[C:48]([CH:49]=[CH:50][c:51]1[cH:52][cH:53][cH:54][cH:55][cH:56]1)[CH:57]=[CH:58][c:59]1[cH:60][cH:61][cH:62][cH:63][cH:64]1.[O:65]=[C:66]([CH:67]=[CH:68][c:69]1[cH:70][cH:71][cH:72][cH:73][cH:74]1)[CH:75]=[CH:76][c:77]1[cH:78][cH:79][cH:80][cH:81][cH:82]1.[O:83]=[C:84]([CH:85]=[CH:86][c:87]1[cH:88][cH:89][cH:90][cH:91][cH:92]1)[CH:93]=[CH:94][c:95]1[cH:96][cH:97][cH:98][cH:99][cH:100]1.[Pd:45].[Pd:46]>>[c:2]1([NH:26][CH:27]2[CH2:28][CH2:29][CH2:30][CH2:31][CH2:32]2)[cH:3][c:4]([C:5](=[O:6])[O:7][CH2:8][c:9]2[cH:10][cH:11][cH:12][cH:13][cH:14]2)[cH:15][cH:16][c:17]1[C:18]#[N:19]. The reactants are N(=[N+]=[N-])CC=1C(=NC(=CC1)CC)C#N (3-(azidomethyl)-6-ethyl-2-pyridinecarbonitrile), C1(=CC=CC=C1)P(C1=CC=CC=C1)C1=CC=CC=C1 (triphenylphosphine). The solvent is O1CCCC1 (tetrahydrofuran), O (water). Yields the product C(C)C1=CC=C2C(=N1)C(=NC2)N (2-Ethyl-5H-pyrrolo[3,4-b]pyridine-7-amine). Isolated yield 89.3%. RXN SMILES: [N:1]([CH2:4][C:5]1[C:6]([C:13]#[N:14])=[N:7][C:8]([CH2:11][CH3:12])=[CH:9][CH:10]=1)=[N+]=[N-].C1(P(C2C=CC=CC=2)C2C=CC=CC=2)C=CC=CC=1>O1CCCC1.O>[CH2:11]([C:8]1[N:7]=[C:6]2[C:13]([NH2:14])=[N:1][CH2:4][C:5]2=[CH:10][CH:9]=1)[CH3:12]. Reported procedure: After dissolving 3-(azidomethyl)-6-ethyl-2-pyridinecarbonitrile (1.0 g, 5.34 mmol) in tetrahydrofuran (16 ml)-water (0.8 ml), triphenylphosphine (2.1 g, 8.01 mmol) was added while stirring on ice, and the mixture was further stirred at room temperature for 2.0 hours. The reaction mixture was concentrated under reduced pressure and the residue was purified by silica gel column chromatography (solvent: ethyl acetate, ethyl acetate:methanol=4:1, ethyl acetate:methanol:aqueous ammonia=2:1:0.1 in thi...